Task: describe an organic reaction: reactants, conditions, products, and yield. Dataset: the Open Reaction Database (ORD), a public repository of structured organic reaction records Reactants: ice water, ClC1=CC=C(C=C1)C1=C(OC2=C(C(=CC=C2C1=O)O)C=O)C(C)C (3-(4-chlorophenyl)-7-hydroxy-2-isopropyl-4-oxo-4H-chromene-8-carbaldehyde), C(C1=CC=CC=C1)Br (benzyl bromide), C(=O)([O-])[O-].[K+].[K+] (K2CO3). Solvent: CN(C=O)C (N,N-dimethylformamide). Reaction conditions: time 96 hour. Product: C(C1=CC=CC=C1)OC1=CC=C2C(C(=C(OC2=C1C=O)C(C)C)C1=CC=C(C=C1)Cl)=O (7-Benzyloxy-3-(4-chlorophenyl)-2-isopropyl-4-oxo-4H-chromene-8-carbaldehyde). As a reaction SMILES: [Cl:1][C:2]1[CH:7]=[CH:6][C:5]([C:8]2[C:17](=[O:18])[C:16]3[C:11](=[C:12]([CH:20]=[O:21])[C:13]([OH:19])=[CH:14][CH:15]=3)[O:10][C:9]=2[CH:22]([CH3:24])[CH3:23])=[CH:4][CH:3]=1.[CH2:25](Br)[C:26]1[CH:31]=[CH:30][CH:29]=[CH:28][CH:27]=1.C([O-])([O-])=O.[K+].[K+]>CN(C)C=O>[CH2:25]([O:19][C:13]1[C:12]([CH:20]=[O:21])=[C:11]2[C:16]([C:17](=[O:18])[C:8]([C:5]3[CH:4]=[CH:3][C:2]([Cl:1])=[CH:7][CH:6]=3)=[C:9]([CH:22]([CH3:24])[CH3:23])[O:10]2)=[CH:15][CH:14]=1)[C:26]1[CH:31]=[CH:30][CH:29]=[CH:28][CH:27]=1 |f:2.3.4|. Procedure: To a solution of 3-(4-chlorophenyl)-7-hydroxy-2-isopropyl-4-oxo-4H-chromene-8-carbaldehyde (7.95 g, 23.2 mmol) and benzyl bromide (7.93 g, 46.4 mmol) in N,N-dimethylformamide (200 ml) is added K2CO3 (9.61 g, 69.5 mmol), and the reaction mixture is stirred at room temperature for 96 h. The mixture is poured into ice/water, extracted with CH2Cl2, dried (MgSO4) and concentrated in vacuo. The resulting solid residue is stirred with hexane/ethyl acetate for 1 h, the solvent is decanted, and the solid... The reactants are C(C)(=O)O[C@H]1C[C@@H](CC2=CC([C@H]3[C@@H]4CC[C@H]([C@@H](CC[C@@H](C(C)(C)O)F)C)[C@]4(CC[C@@H]3[C@@]12C)C)Br)OC(C)=O ([1α,3β,7ξ,24S]-7-bromo-24-fluorocholest-5-en-1,3,25-triol 1,3-diacetate), CC1=CC(=NC(=C1)C)C (s-collidine), C=1(C(=CC=CC1)C)C (xylene). Solvent: C1(=CC=CC=C1)C (toluene). Reaction conditions: temperature 140 celsius. Yields the product C(C)(=O)O[C@H]1C[C@@H](CC2=CC=C3[C@@H]4CC[C@H]([C@@H](CC[C@@H](C(C)(C)O)F)C)[C@]4(CC[C@@H]3[C@@]12C)C)OC(C)=O ([1α,3β,24S]-24-fluorocholesta-5,7-dien-1,3,25-triol 1,3-diacetate). As a reaction SMILES: [C:1]([O:4][C@@H:5]1[C@@:31]2([CH3:32])[C:9](=[CH:10][CH:11](Br)[C@@H:12]3[C@@H:30]2[CH2:29][CH2:28][C@@:27]2([CH3:33])[C@H:13]3[CH2:14][CH2:15][C@@H:16]2[C@H:17]([CH3:26])[CH2:18][CH2:19][C@H:20]([F:25])[C:21]([OH:24])([CH3:23])[CH3:22])[CH2:8][C@@H:7]([O:35][C:36](=[O:38])[CH3:37])[CH2:6]1)(=[O:3])[CH3:2].CC1C=C(C)N=C(C)C=1.C1(C)C(C)=CC=CC=1>C1(C)C=CC=CC=1>[C:1]([O:4][C@@H:5]1[C@@:31]2([CH3:32])[C:9](=[CH:10][CH:11]=[C:12]3[C@@H:30]2[CH2:29][CH2:28][C@@:27]2([CH3:33])[C@H:13]3[CH2:14][CH2:15][C@@H:16]2[C@H:17]([CH3:26])[CH2:18][CH2:19][C@H:20]([F:25])[C:21]([OH:24])([CH3:22])[CH3:23])[CH2:8][C@@H:7]([O:35][C:36](=[O:38])[CH3:37])[CH2:6]1)(=[O:3])[CH3:2]. Procedure details: A mixture of 0.300 g. (0.0005 mole) of [1α,3β,7ξ,24S]-7-bromo-24-fluorocholest-5-en-1,3,25-triol 1,3-diacetate, 0.3 ml. of s-collidine and 10 ml. of xylene was heated at reflux (140° C.) for 0.5 hr and cooled. The mixture was diluted with 20 ml. of toluene. This solution was washed with 10% aqueous sulfuric acid, and saturated sodium bicarbonate solution. The organic phase was dried over anhydrous magnesium sulfate, filtered, and evaporated to dryness. The residue was purified by column chromato... Starting materials: CC1=C(C=CC(=C1)C)NC1=C(C=C(C=C1)C)C (bis(2,4-dimethylphenyl)amine), CC1=C(C=CC(=C1)C)NC1=C(C=C(C=C1)C)C (bis(2,4-dimethylphenyl)amine), IC1=CC=CC=C1 (iodobenzene), P(C(C)(C)C)(C(C)(C)C)C(C)(C)C (P(t-Bu)3), CC(C)([O-])C.[Na+] (sodium tert-butoxide). Reagents/catalysts: CC(=O)[O-].CC(=O)[O-].[Pd+2] (Pd(OAc)2). The solvent is C1(=CC=CC=C1)C (toluene). Conditions: temperature 120 celsius. Product: CC1=C(C=CC(=C1)C)N(C1=C(C=C(C=C1)C)C)C1=CC=CC=C1 (N-(2,4-dimethylphenyl)-2,4-dimethyl-N-phenylaniline). Isolated yield 98.6%. As a reaction SMILES: [CH3:1][C:2]1[CH:7]=[C:6]([CH3:8])[CH:5]=[CH:4][C:3]=1[NH:9][C:10]1[CH:15]=[CH:14][C:13]([CH3:16])=[CH:12][C:11]=1[CH3:17].I[C:19]1[CH:24]=[CH:23][CH:22]=[CH:21][CH:20]=1.P(C(C)(C)C)(C(C)(C)C)C(C)(C)C.CC(C)([O-])C.[Na+]>C1(C)C=CC=CC=1.CC([O-])=O.CC([O-])=O.[Pd+2]>[CH3:17][C:11]1[CH:12]=[C:13]([CH3:16])[CH:14]=[CH:15][C:10]=1[N:9]([C:19]1[CH:24]=[CH:23][CH:22]=[CH:21][CH:20]=1)[C:3]1[CH:4]=[CH:5][C:6]([CH3:8])=[CH:7][C:2]=1[CH3:1] |f:3.4,6.7.8|. Procedure details: A mixture of bis(2,4-dimethylphenyl)amine (Compound 14) (9.4 g, 41.8 mmol), iodobenzene (17.14 g, 84 mmol), Pd(OAc)2 (0.47 g, 2.1 mmol), P(t-Bu)3 (0.848 g, 4.2 mmol), sodium tert-butoxide (7.68 g, 80 mmol) in toluene (120 mL) was degassed and heated at 120° C. for 16 hours. The resulting mixture was poured into ethyl acetate (250 mL), washed with brine, dried over Na2SO4, loaded on silicagel and purified by flash column using eluent of hexanes. After removal of solvent, an oil (Compound 15) was ... The reactants are BrC1=C(C=CC=C1)C (2-bromotoluene), CCCCC (n-pentane), B(OC)(OC)OC (trimethyl borate), solution, C(C)(C)(C)[Li] (t-butyllithium). Run in O1CCCC1 (tetrahydrofuran). Yields the product C1(=C(C=CC=C1)OBO)C (O-Tolylboronic Acid). RXN SMILES: Br[C:2]1[CH:7]=[CH:6][CH:5]=[CH:4][C:3]=1[CH3:8].C([Li])(C)(C)C.CCCCC.[B:19](OC)([O:22]C)[O:20]C>O1CCCC1>[C:3]1([CH3:8])[CH:4]=[CH:5][CH:6]=[CH:7][C:2]=1[O:20][BH:19][OH:22]. Procedure details: Following General Procedure A and using 2-bromotoluene (2 g, 7.8 mmol), 20 mL of anhydrous tetrahydrofuran, 1.7M solution of t-butyllithium in n-pentane (14 mL, 15.5 mmol) and trimethyl borate (2.6 mL, 15.5 mmol), the title compound was obtained after recrystallization from ethyl acetate-hexane mixture (0.8 g, 51%). The reactants are OC1=C(C=C(C=C1)C)N1N=C2C(=N1)C=CC=C2 (2-(2-hydroxy-5-methylphenyl)-2H-benzotriazole), tetracosenes, C=CCCCCCCCCCC (n-dodecene), CS(=O)(=O)O (methanesulfonic acid), mixture. Run at temperature 160 celsius, time 96 hour. Product: OC1=C(C=C(C=C1CCCCCCCCCCCCCCCCCCCCCCCC)C)N1N=C2C(=N1)C=CC=C2 (2-(2-Hydroxy-3-tetracosyl-5-methylphenyl)-2H-benzotriazole). RXN SMILES: [OH:1][C:2]1[CH:7]=[CH:6][C:5]([CH3:8])=[CH:4][C:3]=1[N:9]1[N:13]=[C:12]2[CH:14]=[CH:15][CH:16]=[CH:17][C:11]2=[N:10]1.CS(O)(=O)=O.[CH2:23]=[CH:24][CH2:25][CH2:26][CH2:27][CH2:28][CH2:29][CH2:30][CH2:31][CH2:32][CH2:33][CH3:34]>>[OH:1][C:2]1[C:7]([CH2:23][CH2:24][CH2:25][CH2:26][CH2:27][CH2:28][CH2:29][CH2:30][CH2:31][CH2:32][CH2:33][CH2:34][CH2:34][CH2:33][CH2:32][CH2:31][CH2:30][CH2:29][CH2:28][CH2:27][CH2:26][CH2:25][CH2:24][CH3:23])=[CH:6][C:5]([CH3:8])=[CH:4][C:3]=1[N:9]1[N:13]=[C:12]2[CH:14]=[CH:15][CH:16]=[CH:17][C:11]2=[N:10]1. Reported procedure: Using the general procedure of Example 1, 112 grams of 2-(2-hydroxy-5-methylphenyl)-2H-benzotriazole, 33 ml of methanesulfonic acid and 444 ml (2 moles) of a mixture of tetracosenes (prepared by the dimerization of n-dodecene) are heated at 160° C.; for 96 hours. The reaction mixture is cooled and the product isolated by the general procedure described in Example 1. The excess hydrocarbons are removed by distillation at 190° C./0.04 mm. The above-named product is obtained in a yield of 103.6 gra... Starting materials: C(CCCCCCCCCC)=O (undecanal), C(O)(O)=O.NNC(=N)N (aminoguanidine hydrogen carbonate), C1(=CC=C(C=C1)S(=O)(=O)O)C (p-toluenesulphonic acid). The solvent is O (water), C1(=CC=CC=C1)C (toluene), O (water). Product: C(CCCCCCCCCC)=NNC(=N)N (1-(undecylideneamino)guanidine). Reaction SMILES: [CH:1](=O)[CH2:2][CH2:3][CH2:4][CH2:5][CH2:6][CH2:7][CH2:8][CH2:9][CH2:10][CH3:11].C(=O)(O)O.[NH2:17][NH:18][C:19]([NH2:21])=[NH:20].C1(C)C=CC(S(O)(=O)=O)=CC=1>O.C1(C)C=CC=CC=1>[CH:1](=[N:17][NH:18][C:19]([NH2:21])=[NH:20])[CH2:2][CH2:3][CH2:4][CH2:5][CH2:6][CH2:7][CH2:8][CH2:9][CH2:10][CH3:11] |f:1.2|. Procedure: 1 mol (170.3 g) of undecanal, 1.1 mol (150 g) of aminoguanidine hydrogen carbonate and 1 g of p-toluenesulphonic acid are mixed with 500 ml of toluene and refluxed with stirring. As soon as 2 mol of water have been separated using the water separator, the mixture is allowed to cool, concentrated by rotary evaporation and the dark red oil is taken up in 250 ml of petroleum ether 40/60°. The precipitate formed is filtered and washed again with petroleum ether. For recrystallisation the precipitate... Starting materials: CCOC(=O)Cl, CCCC1Cc2nc(N)sc2C(C#N)C1, O, c1ccncc1. Product: CCCC1Cc2nc(NC(=O)OCC)sc2C(C#N)C1. Reaction SMILES: [Cl:16][C:17](=[O:18])[O:19][CH2:20][CH3:21].[NH2:1][c:2]1[s:3][c:4]2[c:5]([n:6]1)[CH2:7][CH:8]([CH2:13][CH2:14][CH3:15])[CH2:9][CH:10]2[C:11]#[N:12].[OH2:22].[cH:23]1[cH:24][cH:25][n:26][cH:27][cH:28]1>>[NH:1]([c:2]1[s:3][c:4]2[c:5]([n:6]1)[CH2:7][CH:8]([CH2:13][CH2:14][CH3:15])[CH2:9][CH:10]2[C:11]#[N:12])[C:17](=[O:18])[O:19][CH2:20][CH3:21]. Reactants: Cl (hydrogen chloride), ClC(CO)(Cl)Cl (2,2,2-trichloroethanol), ClC(C(Cl)(Cl)Cl)NC(C=1C(O)=CC=CC1)=O (N-(1,2,2,2-tetrachloroethyl) salicylamide). Run in C1(=CC=CC=C1)C (toluene). Yields the product N-8 2,2,2-trichloro-1-(2,2,2-trichloroethoxy)-ethyl, C(C=1C(O)=CC=CC1)(=O)N (salicylamide). Yield: 272.5%. RXN SMILES: ClC(Cl)(Cl)CO.ClC([NH:13][C:14](=[O:22])[C:15]1[C:16](=[CH:18][CH:19]=[CH:20][CH:21]=1)[OH:17])C(Cl)(Cl)Cl.Cl>C1(C)C=CC=CC=1>[C:14]([NH2:13])(=[O:22])[C:15]1[C:16](=[CH:18][CH:19]=[CH:20][CH:21]=1)[OH:17]. Procedure: A solution composed of 2,2,2-trichloroethanol (30 g), N-(1,2,2,2-tetrachloroethyl) salicylamide (30 g) and toluene (200 ml) is refluxed until the generation of hydrogen chloride ceases (for about 5 to 8 hours). The reaction mixture is cooled to room temperature. The toluene layer is washed with water and dehydrated, and toluene is evaporated under reduced pressure to give the desired N-8 2,2,2-trichloro-1-(2,2,2-trichloroethoxy)-ethyl]salicylamide (37 g) represented by the foregoing formula as c... Starting materials: CN(C)CCC(C=1C=CC(=CC1)Cl)C=2C=CC=CN2.C(=C\C(=O)O)\C(=O)O (chlorpheniramine maleate), ion-exchange. Solvent: O (water). Product: CN(C)CCC(C=1C=CC(=CC1)Cl)C=2C=CC=CN2 (Chlorpheniramine). As a reaction SMILES: [CH3:1][N:2]([CH2:4][CH2:5][CH:6]([C:14]1[CH:15]=[CH:16][CH:17]=[CH:18][N:19]=1)[C:7]1[CH:8]=[CH:9][C:10]([Cl:13])=[CH:11][CH:12]=1)[CH3:3].C(/C(O)=O)=C/C(O)=O>O>[CH3:1][N:2]([CH2:4][CH2:5][CH:6]([C:14]1[CH:15]=[CH:16][CH:17]=[CH:18][N:19]=1)[C:7]1[CH:12]=[CH:11][C:10]([Cl:13])=[CH:9][CH:8]=1)[CH3:3] |f:0.1|. Procedure: Chlorpheniramine polistirex was prepared by mixing 3.12 kg of chlorpheniramine maleate with 26.00 kg of ion-exchange resin particles (AMBERLITE IRP69; US Std. Mesh #100-#400) suspended in USP water at about 30° C. The resulting suspension was centrifuged and the product washed with USP water. The wet cake was dried and sieved through a US Std #30 mesh screen. The chlorpheniramine content of the dried product was equivalent to approximately 11% by weight.